From a dataset of the Open Reaction Database (ORD), a public repository of structured organic reaction records. describe an organic reaction: reactants, conditions, products, and yield Starting materials: ClC1=CC=C(C=C1)CCCC(O)C1=CC=C(C=C1)O (4-(4-(4-chlorophenyl)-1-hydroxybutyl)phenol), C(CS)(=O)OC (methyl thioglycolate). The reagents and catalysts are [Zn+2].[I-].[I-] (ZnI2). Run in C(Cl)Cl (CH2Cl2). Conditions: time 2 hour. The product is ClC1=CC=C(C=C1)CCCC(C1=CC=C(C=C1)O)SCC(=O)OC (methyl ((4-(4-chlorophenyl)-1-(4-hydroxyphenyl)-1-butyl)thio)acetate). As a reaction SMILES: [Cl:1][C:2]1[CH:7]=[CH:6][C:5]([CH2:8][CH2:9][CH2:10][CH:11]([C:13]2[CH:18]=[CH:17][C:16]([OH:19])=[CH:15][CH:14]=2)O)=[CH:4][CH:3]=1.[C:20]([O:24][CH3:25])(=[O:23])[CH2:21][SH:22]>C(Cl)Cl.[Zn+2].[I-].[I-]>[Cl:1][C:2]1[CH:7]=[CH:6][C:5]([CH2:8][CH2:9][CH2:10][CH:11]([S:22][CH2:21][C:20]([O:24][CH3:25])=[O:23])[C:13]2[CH:18]=[CH:17][C:16]([OH:19])=[CH:15][CH:14]=2)=[CH:4][CH:3]=1 |f:3.4.5|. Reported procedure: To a suspension of the alcohol (0.23 g) (Step VI) in CH2Cl2 (5 mL) and methyl thioglycolate (80 μL) was added ZnI2 (10 mg). The mixture was stirred 2 hrs, buffer (pH 7) was added. The mixture was extracted with ethyl acetate, which was dried and evaporated. Flash chromatography using 5% ethyl acetate in toluene afforded the title compound. Starting materials: BrC=1C(N(N=C(C1)OC[C@@H]1[C@H](C1)C1=NC=C(C=C1)OC)C)=O (4-bromo-6-(((1S,2S)-2-(5-methoxypyridin-2-yl)cyclopropyl)methoxy)-2-methylpyridazin-3(2H)-one), ClC=1C=CC(=NC1C)CN ((5-chloro-6-methylpyridin-2-yl)methanamine), C=1C=CC(=CC1)P(C=2C=CC=CC2)C3=CC=C4C=CC=CC4=C3C5=C6C=CC=CC6=CC=C5P(C=7C=CC=CC7)C=8C=CC=CC8 (BINAP), CC(C)(C)[O-].[Na+] (NaOt-Bu), NH4HCO3. Reagents/catalysts: C=1C=CC(=CC1)/C=C/C(=O)/C=C/C2=CC=CC=C2.C=1C=CC(=CC1)/C=C/C(=O)/C=C/C2=CC=CC=C2.C=1C=CC(=CC1)/C=C/C(=O)/C=C/C2=CC=CC=C2.[Pd].[Pd] (Pd2(dba)3). The solvent is O (water), C1(=CC=CC=C1)C (toluene), C(C)#N (acetonitrile), O (water). Conditions: temperature 85 celsius, time 4 hour. Product: ClC=1C=CC(=NC1C)CNC=1C(N(N=C(C1)OC[C@@H]1[C@H](C1)C1=NC=C(C=C1)OC)C)=O (4-((5-chloro-6-methylpyridin-2-yl)methylamino)-6-(((1S,2S)-2-(5-methoxypyridin-2-yl)cyclopropyl)methoxy)-2-methylpyridazin-3(2H)-one). Isolated yield 15.5%. As a reaction SMILES: Br[C:2]1[C:3](=[O:22])[N:4]([CH3:21])[N:5]=[C:6]([O:8][CH2:9][C@H:10]2[CH2:12][C@@H:11]2[C:13]2[CH:18]=[CH:17][C:16]([O:19][CH3:20])=[CH:15][N:14]=2)[CH:7]=1.[Cl:23][C:24]1[CH:25]=[CH:26][C:27]([CH2:31][NH2:32])=[N:28][C:29]=1[CH3:30].C1C=CC(P(C2C(C3C(P(C4C=CC=CC=4)C4C=CC=CC=4)=CC=C4C=3C=CC=C4)=C3C(C=CC=C3)=CC=2)C2C=CC=CC=2)=CC=1.CC([O-])(C)C.[Na+]>C1(C)C=CC=CC=1.C(#N)C.O.C1C=CC(/C=C/C(/C=C/C2C=CC=CC=2)=O)=CC=1.C1C=CC(/C=C/C(/C=C/C2C=CC=CC=2)=O)=CC=1.C1C=CC(/C=C/C(/C=C/C2C=CC=CC=2)=O)=CC=1.[Pd].[Pd]>[Cl:23][C:24]1[CH:25]=[CH:26][C:27]([CH2:31][NH:32][C:2]2[C:3](=[O:22])[N:4]([CH3:21])[N:5]=[C:6]([O:8][CH2:9][C@H:10]3[CH2:12][C@@H:11]3[C:13]3[CH:18]=[CH:17][C:16]([O:19][CH3:20])=[CH:15][N:14]=3)[CH:7]=2)=[N:28][C:29]=1[CH3:30] |f:3.4,8.9.10.11.12|. Procedure details: To the solution of 4-bromo-6-(((1S,2S)-2-(5-methoxypyridin-2-yl)cyclopropyl)methoxy)-2-methylpyridazin-3(2H)-one (5) (80 mg, 0.219 mmol) in toluene (5 mL) under N2, (5-chloro-6-methylpyridin-2-yl)methanamine (4) (50 mg, 0.320 mmol), Pd2(dba)3 (15 mg, 0.0219 mmol), BINAP (20 mg, 0.0328 mmol) and NaOt-Bu (42 mg, 0.438 mmol) were added. After the reaction mixture was stirred at 85° C. for 4 h, 15 mL water was added. The mixture was extracted with EtOAc (3×10 mL). The combined organics were dried ov... The reactants are Fc1ccc(CBr)cc1, [H-], [Na+], CN(C)C=O, COC(=O)c1cc2cc[nH]c2cn1. The product is COC(=O)c1cc2ccn(Cc3ccc(F)cc3)c2cn1. RXN SMILES: [F:16][c:17]1[cH:18][cH:19][c:20]([CH2:21][Br:22])[cH:23][cH:24]1.[H-:14].[Na+:15].[O:25]=[CH:26][N:27]([CH3:28])[CH3:29].[nH:1]1[cH:2][cH:3][c:4]2[c:5]1[cH:6][n:7][c:8]([C:10](=[O:11])[O:12][CH3:13])[cH:9]2>>[n:1]1([CH2:21][c:20]2[cH:19][cH:18][c:17]([F:16])[cH:24][cH:23]2)[cH:2][cH:3][c:4]2[c:5]1[cH:6][n:7][c:8]([C:10](=[O:11])[O:12][CH3:13])[cH:9]2. The reactants are CCOC(C)=O, CS(C)=O, COc1ccc(-c2noc(CCl)c2-c2ccc(OC)cc2)cc1, N#C[K], O. Product: COc1ccc(-c2noc(CC#N)c2-c2ccc(OC)cc2)cc1. As a reaction SMILES: [CH3:27][CH2:28][O:29][C:30](=[O:31])[CH3:32].[CH3:33][S:34]([CH3:35])=[O:36].[Cl:1][CH2:2][c:3]1[c:4](-[c:16]2[cH:17][cH:18][c:19]([O:22][CH3:23])[cH:20][cH:21]2)[c:5](-[c:8]2[cH:9][cH:10][c:11]([O:14][CH3:15])[cH:12][cH:13]2)[n:6][o:7]1.[K:24][C:25]#[N:26].[OH2:37]>>[CH2:2]([c:3]1[c:4](-[c:16]2[cH:17][cH:18][c:19]([O:22][CH3:23])[cH:20][cH:21]2)[c:5](-[c:8]2[cH:9][cH:10][c:11]([O:14][CH3:15])[cH:12][cH:13]2)[n:6][o:7]1)[C:25]#[N:26]. RXN SMILES: [C:1]1([N:7]=[C:8]=[O:9])[CH:6]=[CH:5][CH:4]=[CH:3][CH:2]=1.[NH2:10][CH:11]1[C:17](=[O:18])[N:16]([CH2:19][C:20]([N:22]([CH:31]([CH3:33])[CH3:32])[C:23]2[CH:28]=[CH:27][C:26]([O:29][CH3:30])=[CH:25][CH:24]=2)=[O:21])[C:15]2[CH:34]=[CH:35][CH:36]=[CH:37][C:14]=2[N:13]([C:38]2[CH:39]=[N:40][CH:41]=[CH:42][CH:43]=2)[C:12]1=[O:44]>C(Cl)Cl>[O:18]=[C:17]1[N:16]([CH2:19][C:20]([N:22]([CH:31]([CH3:33])[CH3:32])[C:23]2[CH:24]=[CH:25][C:26]([O:29][CH3:30])=[CH:27][CH:28]=2)=[O:21])[C:15]2[CH:34]=[CH:35][CH:36]=[CH:37][C:14]=2[N:13]([C:38]2[CH:39]=[N:40][CH:41]=[CH:42][CH:43]=2)[C:12](=[O:44])[CH:11]1[NH:10][C:8]([NH:7][C:1]1[CH:6]=[CH:5][CH:4]=[CH:3][CH:2]=1)=[O:9]. Procedure: A solution of phenyl isocyanate (36.6 mg, 0.295 mmol) in methylene chloride (1 ml) was added to a solution of 2-(3-Amino-2,4-dioxo-5-pyridin-3-yl-2,3,4,5-tetrahydrobenzo[b][1,4]diazepin-1-yl)-N-isopropyl-N-(4-methoxy-phenyl) acetamide (140 mg, 0.295 mmol) in methylene chloride (1 ml) and the resultant solution stirred at rt for 16 h. The solvent was removed in vacuo and the residue recrystalised from 5% methanol in ethyl acetate to afford the title compound product (49 mg) as a white powder. 1H ... The solvent is C(Cl)Cl (methylene chloride), C(Cl)Cl (methylene chloride). Reactants: resultant solution, C1(=CC=CC=C1)N=C=O (phenyl isocyanate), NC1C(N(C2=C(N(C1=O)CC(=O)N(C1=CC=C(C=C1)OC)C(C)C)C=CC=C2)C=2C=NC=CC2)=O (2-(3-Amino-2,4-dioxo-5-pyridin-3-yl-2,3,4,5-tetrahydrobenzo[b][1,4]diazepin-1-yl)-N-isopropyl-N-(4-methoxy-phenyl) acetamide). Product: O=C1C(C(N(C2=C(N1CC(=O)N(C1=CC=C(C=C1)OC)C(C)C)C=CC=C2)C=2C=NC=CC2)=O)NC(=O)NC2=CC=CC=C2 (2-[2,4-dioxo-3-(3-phenyl-ureido)-5-pyridin-3-yl-2,3,4,5-tetrahydrobenzo[b][1,4]diazepin-1-yl]-N-isopropyl-N-(4-methoxy-phenyl) acetamide), product. The reactants are OCc1cc(Br)ccc1O, CC(C)=O, CCOCC, COC(C)(C)OC, [Cl-], [Cl-], [Na+], [OH-], [Zn+2]. The product is CC1(C)OCc2cc(Br)ccc2O1. Reaction SMILES: [Br:1][c:2]1[cH:3][cH:4][c:5]([OH:10])[c:6]([CH2:7][OH:8])[cH:9]1.[CH3:11][C:12]([CH3:13])=[O:14].[CH3:17][CH2:18][O:19][CH2:20][CH3:21].[CH3:22][O:23][C:24]([O:25][CH3:26])([CH3:27])[CH3:28].[Cl-:29].[Cl-:31].[Na+:16].[OH-:15].[Zn+2:30]>>[Br:1][c:2]1[cH:3][cH:4][c:5]2[c:6]([cH:9]1)[CH2:7][O:8][C:12]([CH3:11])([CH3:13])[O:10]2. Starting materials: FC=1C=C2NC(C(N(C2=CC1)O)=O)=O (6-fluoro-1-hydroxyquinoxaline-2,3-(1H,4H)-dione), [N+](=O)([O-])[O-].[K+] (KNO3). The solvent is S(O)(O)(=O)=O (sulfuric acid), ice water. Product: FC=1C=C2NC(C(N(C2=CC1[N+](=O)[O-])O)=O)=O (6-fluoro-1-hydroxy-7-nitroquinoxaline-2,3-(1H,4H)-dione). Yield: 15.8%. Reaction SMILES: [F:1][C:2]1[CH:3]=[C:4]2[C:9](=[CH:10][CH:11]=1)[N:8]([OH:12])[C:7](=[O:13])[C:6](=[O:14])[NH:5]2.[N+:15]([O-])([O-:17])=[O:16].[K+]>S(=O)(=O)(O)O>[F:1][C:2]1[CH:3]=[C:4]2[C:9](=[CH:10][C:11]=1[N+:15]([O-:17])=[O:16])[N:8]([OH:12])[C:7](=[O:13])[C:6](=[O:14])[NH:5]2 |f:1.2|. Procedure details: In 22 ml of sulfuric acid was dissolved 1.6 g of 6-fluoro-1-hydroxyquinoxaline-2,3-(1H,4H)-dione followed by addition of 0.9 g of KNO3. The mixture was reacted at room temperature for 3 hours, after which it was poured in ice-water. The resulting crystals were recovered by filtration to provide 310 mg of 6-fluoro-1-hydroxy-7-nitroquinoxaline-2,3-(1H,4H)-dione.